Dataset: the Open Reaction Database (ORD), a public repository of structured organic reaction records. Task: describe an organic reaction: reactants, conditions, products, and yield Reactants: B(Br)(Br)Br.C(Cl)Cl (boron tribromide methylene chloride), C(CC)N(CCC)CCC1=CC(=C(C=C1)OC)OC (N,N-di-(n-propyl)-3,4-dimethoxyphenethylamine). Run in C(Cl)Cl (methylene chloride). Product: Br.OC=1C=C(CCN(CCC)CCC)C=CC1O (3,4-dihydroxy-N,N-di-(n-propyl)phenethylamine hydrobromide). RXN SMILES: B(Br)(Br)[Br:2].C(Cl)Cl.[CH2:8]([N:11]([CH2:15][CH2:16][C:17]1[CH:22]=[CH:21][C:20]([O:23]C)=[C:19]([O:25]C)[CH:18]=1)[CH2:12][CH2:13][CH3:14])[CH2:9][CH3:10]>C(Cl)Cl>[BrH:2].[OH:25][C:19]1[CH:18]=[C:17]([CH:22]=[CH:21][C:20]=1[OH:23])[CH2:16][CH2:15][N:11]([CH2:8][CH2:9][CH3:10])[CH2:12][CH2:13][CH3:14] |f:0.1,4.5|. Reported procedure: A solution (150 ml.) of boron tribromide/methylene chloride (1 g./5 ml., 0.12 mole) was added to a solution of 5.0 g. (0.019 mole) of N,N-di-(n-propyl)-3,4-dimethoxyphenethylamine in 100 ml. of methylene chloride, cooled in an ice bath. The bath was removed and the reaction mixture was stirred at room temperature. Methanol (about 50 ml.) was added to the reaction mixture, with cooling, and the resulting solution was evaporated in vacuo. The residue crystallized to give 3,4-dihydroxy-N,N-di-(n-pr...